From a dataset of the Open Reaction Database (ORD), a public repository of structured organic reaction records. describe an organic reaction: reactants, conditions, products, and yield The reactants are C[O-].[Na+] (sodium methoxide), N1=CC=C(C=C1)CS (4-Picolyl mercaptan), BrCC(=O)C1=CC=C(C=C1)OC (alpha-bromo-p-methoxyacetophenone). Run in C(C)O (ethanol), C(C)O (ethanol), C(C)O (ethanol). Conditions: time 10 minute. Product: N1=CC=C(C=C1)CSCC(=O)C1=CC=C(C=C1)OC (alpha(4-picolylthio)-p-methoxyacetophenone). Yield: 72.8%. As a reaction SMILES: C[O-].[Na+].[N:4]1[CH:9]=[CH:8][C:7]([CH2:10][SH:11])=[CH:6][CH:5]=1.Br[CH2:13][C:14]([C:16]1[CH:21]=[CH:20][C:19]([O:22][CH3:23])=[CH:18][CH:17]=1)=[O:15]>C(O)C>[N:4]1[CH:9]=[CH:8][C:7]([CH2:10][S:11][CH2:13][C:14]([C:16]2[CH:21]=[CH:20][C:19]([O:22][CH3:23])=[CH:18][CH:17]=2)=[O:15])=[CH:6][CH:5]=1 |f:0.1|. Procedure: Under a nitrogen atmosphere sodium methoxide (0.62 g., 11.4 mmoles) was dissolved in approximately 15 ml. of absolute ethanol and cooled in an ice bath. 4-Picolyl mercaptan (1.43 g., 11.4 mmoles) in approximately 3 ml. of absolute ethanol was added over approximately 5 minutes. After stirring for an additional 10 minutes, a slurry of alpha-bromo-p-methoxyacetophenone (2.62 g., 11.4 mmoles) in approximately 5 ml. of absolute ethanol was added over 10 minutes. The mixture was allowed to warm to ro... Solvent: FC(C(=O)O)(F)F (trifluoroacetic acid). Procedure details: A solution of 10 g of ethyl (E)-3-(4-(1,1-dimethylethyl)sulfamoylphenyl)-3-(4-fluorophenyl)-2-(2-hydroxyethyl)prop-2-enoate, prepared in example 20, in 50 ml of trifluoroacetic acid is heated under reflux for 16 hours. The solution is evaporated to dryness in vacuo and the residue is taken up into an acetone/diethyl ether mixture. The crystals formed are filtered off and dried to give 5.1 g of (E)-3-[1-(4-sulfamoylphenyl)-1-(4-fluorophenyl)methylene]-2,3,4,5-tetrahydrofuran-2-one as crystals wit... Reactants: CC(C)(C)NS(=O)(=O)C1=CC=C(C=C1)/C(=C(/C(=O)OCC)\CCO)/C1=CC=C(C=C1)F (ethyl (E)-3-(4-(1,1-dimethylethyl)sulfamoylphenyl)-3-(4-fluorophenyl)-2-(2-hydroxyethyl)prop-2-enoate). Product: S(N)(=O)(=O)C1=CC=C(C=C1)\C(\C1=CC=C(C=C1)F)=C/1\C(OCC1)=O ((E)-3-[1-(4-sulfamoylphenyl)-1-(4-fluorophenyl)methylene]-2,3,4,5-tetrahydrofuran-2-one). Yield: 66.0%. RXN SMILES: CC([NH:5][S:6]([C:9]1[CH:14]=[CH:13][C:12](/[C:15](/[C:25]2[CH:30]=[CH:29][C:28]([F:31])=[CH:27][CH:26]=2)=[C:16](\[CH2:22][CH2:23][OH:24])/[C:17]([O:19]CC)=O)=[CH:11][CH:10]=1)(=[O:8])=[O:7])(C)C>FC(F)(F)C(O)=O>[S:6]([C:9]1[CH:14]=[CH:13][C:12](/[C:15](=[C:16]2/[C:17](=[O:19])[O:24][CH2:23][CH2:22]/2)/[C:25]2[CH:30]=[CH:29][C:28]([F:31])=[CH:27][CH:26]=2)=[CH:11][CH:10]=1)(=[O:7])(=[O:8])[NH2:5]. Reactants: CC1=C(N=C2N1C1=C(N(C3=C2C=CC=C3)C)C=CC=C1)CO (3,9-dimethyl-2-hydroxymethyl-9H-dibenzo[b,f]-imidazo[1,2-d] [1,4]diazepine), CN1CCNCC1 (4-methylpiperazine), C(Cl)(Cl)Cl.O1CCCC1 (chloroform tetrahydrofuran), CS(=O)(=O)Cl (methanesulfonyl chloride). Conditions: temperature -20 celsius. The solvent is C(C)N(CC)CC (triethylamine). RXN SMILES: [CH3:1][C:2]1[N:6]2[C:7]3[CH:20]=[CH:19][CH:18]=[CH:17][C:8]=3[N:9]([CH3:16])[C:10]3[CH:15]=[CH:14][CH:13]=[CH:12][C:11]=3[C:5]2=[N:4][C:3]=1[CH2:21]O.C(Cl)(Cl)Cl.O1CCCC1.CS(Cl)(=O)=O.[CH3:37][N:38]1[CH2:43][CH2:42][NH:41][CH2:40][CH2:39]1>C(N(CC)CC)C>[CH3:1][C:2]1[N:6]2[C:7]3[CH:20]=[CH:19][CH:18]=[CH:17][C:8]=3[N:9]([CH3:16])[C:10]3[CH:15]=[CH:14][CH:13]=[CH:12][C:11]=3[C:5]2=[N:4][C:3]=1[CH2:21][N:41]1[CH2:42][CH2:43][N:38]([CH3:37])[CH2:39][CH2:40]1 |f:1.2|. Reported procedure: A sampmle of 3,9-dimethyl-2-hydroxymethyl-9H-dibenzo[b,f]-imidazo[1,2-d] [1,4]diazepine is suspended in a chloroform/tetrahydrofuran mixture and treated with triethylamine. After cooling to -20° C. methanesulfonyl chloride is added with stirring at -20° C. The mixture is treated with 4-methylpiperazine and warmed gradually to room temperature. Work-up from an aqueous base followed by the usal purification techniques affords the product 3,9-dimethyl-2-(4-methyl-1-piperazinyl)methyl-9H-dibenz[b,f]... Yields the product CC1=C(N=C2N1C1=C(N(C3=C2C=CC=C3)C)C=CC=C1)CN1CCN(CC1)C (3,9-dimethyl-2-(4-methyl-1-piperazinyl)methyl-9H-dibenz[b,f]-imidazo[1,2-d][1,4]diazepine). The reactants are C(C)(C)(C)OC(CN1C(=C(C2=CC(=CC=C12)F)C1=NN(S(C2=C1C=CC=C2)(=O)=O)CC=2C(=NOC2C)C)C)=O ({3-[2-(3,5-Dimethyl-isoxazol-4-ylmethyl)-1,1-dioxo-1,2-dihydro-1λ6-benzo[e][1,2,3]thiadiazin-4-yl]-5-fluoro-2-methyl-indol-1-yl}-acetic acid tert-butyl ester), C(=O)(C(F)(F)F)O (TFA). The product is CC1=NOC(=C1CN1S(C2=C(C(=N1)C1=C(N(C3=CC=C(C=C13)F)CC(=O)O)C)C=CC=C2)(=O)=O)C ({3-[2-(3,5-Dimethyl-isoxazol-4-ylmethyl)-1,1-dioxo-1,2-dihydro-1λ6-benzo[e][1,2,3]thiadiazin-4-yl]-5-fluoro-2-methyl-indol-1-yl}-acetic acid). As a reaction SMILES: C([O:5][C:6](=[O:39])[CH2:7][N:8]1[C:16]2[C:11](=[CH:12][C:13]([F:17])=[CH:14][CH:15]=2)[C:10]([C:18]2[C:23]3[CH:24]=[CH:25][CH:26]=[CH:27][C:22]=3[S:21](=[O:29])(=[O:28])[N:20]([CH2:30][C:31]3[C:32]([CH3:37])=[N:33][O:34][C:35]=3[CH3:36])[N:19]=2)=[C:9]1[CH3:38])(C)(C)C.C(O)(C(F)(F)F)=O>>[CH3:37][C:32]1[C:31]([CH2:30][N:20]2[N:19]=[C:18]([C:10]3[C:11]4[C:16](=[CH:15][CH:14]=[C:13]([F:17])[CH:12]=4)[N:8]([CH2:7][C:6]([OH:39])=[O:5])[C:9]=3[CH3:38])[C:23]3[CH:24]=[CH:25][CH:26]=[CH:27][C:22]=3[S:21]2(=[O:29])=[O:28])=[C:35]([CH3:36])[O:34][N:33]=1. Reported procedure: {3-[2-(3,5-Dimethyl-isoxazol-4-ylmethyl)-1,1-dioxo-1,2-dihydro-1λ6-benzo[e][1,2,3]thiadiazin-4-yl]-5-fluoro-2-methyl-indol-1-yl}-acetic acid tert-butyl ester (61 μmol) was treated with TFA (2 mL) for 2 hours, concentrated, and purified by preparative LCMS to give the title compound. 1H NMR (d6-DMSO) δ 7.99 (d, 1H), 7.78 (t, 1H), 7.70 (t, 1H), 7.30 (d, 1H), 7.27 (dd, 1H), 6.79 (dt, 1H), 6.62 (dd, 1H), 4.71 (s, 2H), 4.39 (s, 2H), 2.23 (s, 3H), 2.04 (s, 3H), 1.98 (s, 3H) ppm. MS calculated for C24H... The reactants are [H-].[Na+] (Sodium hydride), C(C1=CC=CC=C1)S (Benzyl mercaptan), BrC=1C=NC=C(C1)Br (3,5-Dibromopyridine). Solvent: CCOC(=O)C (EtOAc), hexanes, CN(C)C=O (DMF). Reaction conditions: temperature 0 celsius, time 15 minute. Product: C(C1=CC=CC=C1)SC=1C=NC=C(C1)Br (3-Benzylsulfanyl-5-bromo-pyridine). RXN SMILES: [CH2:1]([SH:8])[C:2]1[CH:7]=[CH:6][CH:5]=[CH:4][CH:3]=1.[H-].[Na+].[Br:11][C:12]1[CH:13]=[N:14][CH:15]=[C:16](Br)[CH:17]=1>CN(C=O)C.CCOC(C)=O>[CH2:1]([S:8][C:16]1[CH:15]=[N:14][CH:13]=[C:12]([Br:11])[CH:17]=1)[C:2]1[CH:7]=[CH:6][CH:5]=[CH:4][CH:3]=1 |f:1.2|. Procedure: Benzyl mercaptan (1 g, 7.35 mmol) was dissolved in DMF (10 mL) and cooled to 0° C. Sodium hydride (60% in mineral oil, 0.294 g, 7.35 mmol) was added, the ice bath was removed, and the reaction stirred for 15 minutes. 3,5-Dibromopyridine (1.74 g, 7.35 mmol) was added and the reaction was heated to 130° C. After heating for 1 hour the reaction was cooled then diluted with EtOAc and hexanes (1:1) and washed with 4× H2O and brine, with back-extraction. The combined organics were dried over MgSO4, fi...